This data is from the Open Reaction Database (ORD), a public repository of structured organic reaction records. The task is: describe an organic reaction: reactants, conditions, products, and yield Starting materials: C(C)(C)(C)OC(NC1=C(C=C(C(=C1)C)C(F)(F)F)N)=O ((2-amino-5-methyl-4-trifluoromethyl-phenyl)-carbamic acid tert-butyl ester), C(C)(C)(C)OC(CC(=O)C1=CC(=CC=C1)C1=CC(=NC(=C1)C)C1CC1)=O (3-[3-(2-cyclopropyl-6-methyl-pyridin-4-yl)-phenyl]-3-oxo-propionic acid tert-butyl ester). The product is C(C)(C)(C)OC(NC1=C(C=C(C(=C1)C)C(F)(F)F)NC(CC(=O)C1=CC(=CC=C1)C1=CC(=NC(=C1)C)C1CC1)=O)=O ((2-{3-[3-(2-Cyclopropyl-6-methyl-pyridin-4-yl)-phenyl]-3-oxo-propionylamino}-5-methyl-4-trifluoromethyl-phenyl)-carbamic acid tert-butyl ester). Reaction SMILES: [C:1]([O:5][C:6](=[O:20])[NH:7][C:8]1[CH:13]=[C:12]([CH3:14])[C:11]([C:15]([F:18])([F:17])[F:16])=[CH:10][C:9]=1[NH2:19])([CH3:4])([CH3:3])[CH3:2].C([O:25][C:26](=O)[CH2:27][C:28]([C:30]1[CH:35]=[CH:34][CH:33]=[C:32]([C:36]2[CH:41]=[C:40]([CH3:42])[N:39]=[C:38]([CH:43]3[CH2:45][CH2:44]3)[CH:37]=2)[CH:31]=1)=[O:29])(C)(C)C>>[C:1]([O:5][C:6](=[O:20])[NH:7][C:8]1[CH:13]=[C:12]([CH3:14])[C:11]([C:15]([F:18])([F:17])[F:16])=[CH:10][C:9]=1[NH:19][C:26](=[O:25])[CH2:27][C:28]([C:30]1[CH:35]=[CH:34][CH:33]=[C:32]([C:36]2[CH:41]=[C:40]([CH3:42])[N:39]=[C:38]([CH:43]3[CH2:44][CH2:45]3)[CH:37]=2)[CH:31]=1)=[O:29])([CH3:4])([CH3:2])[CH3:3]. Procedure: The title compound was prepared from (2-amino-5-methyl-4-trifluoromethyl-phenyl)-carbamic acid tert-butyl ester (Example J20) (218 mg, 0.75 mmol) and 3-[3-(2-cyclopropyl-6-methyl-pyridin-4-yl)-phenyl]-3-oxo-propionic acid tert-butyl ester (Example K36) (264 mg, 0.75 mmol) according to the general procedure M. Obtained as an amorphous yellow substance (309 mg, 73%). Yields the product O=S(=O)(CC1CCC(c2cc(F)ccc2F)(S(=O)(=O)c2ccc(Cl)cc2)CC1)c1cccc[n+]1[O-]. Reactants: O=S(=O)(CC1CCC(c2cc(F)ccc2F)(S(=O)(=O)c2ccc(Cl)cc2)CC1)c1ccccn1, ClCCl, O=C(OC(=O)C(F)(F)F)C(F)(F)F, NC(N)=O, OO. As a reaction SMILES: [Cl:1][c:2]1[cH:3][cH:4][c:5]([S:8](=[O:9])(=[O:10])[C:11]2([c:27]3[c:28]([F:34])[cH:29][cH:30][c:31]([F:33])[cH:32]3)[CH2:12][CH2:13][CH:14]([CH2:17][S:18](=[O:19])(=[O:20])[c:21]3[n:22][cH:23][cH:24][cH:25][cH:26]3)[CH2:15][CH2:16]2)[cH:6][cH:7]1.[Cl:54][CH2:55][Cl:56].[F:41][C:42]([F:43])([F:44])[C:45]([O:46][C:47](=[O:48])[C:49]([F:50])([F:51])[F:52])=[O:53].[NH2:37][C:38](=[O:39])[NH2:40].[OH:35][OH:36]>>[Cl:1][c:2]1[cH:3][cH:4][c:5]([S:8](=[O:9])(=[O:10])[C:11]2([c:27]3[c:28]([F:34])[cH:29][cH:30][c:31]([F:33])[cH:32]3)[CH2:12][CH2:13][CH:14]([CH2:17][S:18](=[O:19])(=[O:20])[c:21]3[n+:22]([O-:39])[cH:23][cH:24][cH:25][cH:26]3)[CH2:15][CH2:16]2)[cH:6][cH:7]1. Solvent: CN(C)C=O (DMF). Run at temperature 22 celsius, time 8 hour. Yield: 14.0%. RXN SMILES: Cl[C:2]1[CH:7]=[CH:6][C:5]([S:8]([N:11](C2C=C(Cl)C=CC=2COC(=O)C)[C@H](C)CCCBr)(=[O:10])=[O:9])=[CH:4][CH:3]=1.[S-]CC.[Na+]>CN(C=O)C>[C:5]1([S:8]([NH2:11])(=[O:10])=[O:9])[CH:6]=[CH:7][CH:2]=[CH:3][CH:4]=1 |f:1.2|. The product is C1(=CC=CC=C1)S(=O)(=O)N (benzenesulfonamide). Procedure: To a solution of 4-chloro-N-[5-chloro-2-(acetoxymethyl)phenyl}-N-[(R)-1-methyl-4-bromobutyl]benzenesulfonamide (1.00 g, 1.91 mmol) in DMF (4 mL) was added sodium thioethoxide (0.535 g, 7.63 mmol) under nitrogen at 0° C. The mixture was stirred overnight at 22° C. The mixture was quenched with H2O (3 mL), extracted with ethyl ether (2×20 mL), dried over Na2SO4, and filtered. The organic solvent was concentrated under reduced pressure. Silica gel chromatography (1:9 ethyl acetate:hexanes) afforded... Reactants: ClC1=CC=C(C=C1)S(=O)(=O)N([C@@H](CCCBr)C)C1=C(C=CC(=C1)Cl)COC(C)=O (4-chloro-N-[5-chloro-2-(acetoxymethyl)phenyl}-N-[(R)-1-methyl-4-bromobutyl]benzenesulfonamide), [S-]CC.[Na+] (sodium thioethoxide). Starting materials: CC(C)Oc1cc(C(F)(F)F)c2c(OCc3ccccc3)c(Br)ccc2n1, CS(=O)(=O)O, CC(=O)O, [K+], [K+], O=C([O-])[O-], O. The product is CC(C)Oc1cc(C(F)(F)F)c2c(O)c(Br)ccc2n1. RXN SMILES: [CH2:1]([c:2]1[cH:3][cH:4][cH:5][cH:6][cH:7]1)[O:8][c:9]1[c:10]2[c:11]([C:24]([F:25])([F:26])[F:27])[cH:12][c:13]([O:20][CH:21]([CH3:22])[CH3:23])[n:14][c:15]2[cH:16][cH:17][c:18]1[Br:19].[CH3:34][S:35](=[O:36])(=[O:37])[OH:38].[CH3:39][C:40](=[O:41])[OH:42].[K+:28].[K+:29].[O-:30][C:31]([O-:32])=[O:33].[OH2:43]>>[OH:8][c:9]1[c:10]2[c:11]([C:24]([F:25])([F:26])[F:27])[cH:12][c:13]([O:20][CH:21]([CH3:22])[CH3:23])[n:14][c:15]2[cH:16][cH:17][c:18]1[Br:19].